From a dataset of the Open Reaction Database (ORD), a public repository of structured organic reaction records. describe an organic reaction: reactants, conditions, products, and yield Product: [K+].OC1=C(C=C(C=C1)O)S(=O)(=O)[O-] (2,5-dihydroxybenzenesulfonic acid potassium salt). Run in C(C)(=O)OCC (ethyl acetate), C(C)(=O)OCC (ethyl acetate). Isolated yield 87.6%. Reported procedure: Hydroquinone (10 g, 0.09 mol) and 1,2-dichloroethane (30 mL) was taken in a round bottom flask, after cooling the flask to about 10-15° C., sulfuric acid (36 N, 8.9 g) was added dropwise at the same temperature and stirring continued further for about 10-15 min. Temperature was slowly raised to 40° C. then stirred for 3-8 h. The reaction mass was then cooled to 25-35° C. and ethyl acetate (100 mL) added to dissolve the solid formed. A solution of potassium 2-ethylhexanoate (18.2 g, 0.099 mol) in... RXN SMILES: [C:1]1([CH:8]=[CH:7][C:5]([OH:6])=[CH:4][CH:3]=1)[OH:2].ClCCCl.[S:13](=O)(=[O:16])([OH:15])[OH:14].C(C(CCCC)C([O-])=O)C.[K+:28]>C(OCC)(=O)C>[K+:28].[OH:2][C:1]1[CH:8]=[CH:7][C:5]([OH:6])=[CH:4][C:3]=1[S:13]([O-:16])(=[O:15])=[O:14] |f:3.4,6.7|. Starting materials: C1(O)=CC=C(O)C=C1 (Hydroquinone), ClCCCl (1,2-dichloroethane), C(C)C(C(=O)[O-])CCCC.[K+] (potassium 2-ethylhexanoate), S(O)(O)(=O)=O (sulfuric acid). Conditions: temperature 12.5 celsius, time 12.5 minute.